Dataset: the Open Reaction Database (ORD), a public repository of structured organic reaction records. Task: describe an organic reaction: reactants, conditions, products, and yield Reactants: N1=C(Cl)N=C(Cl)N=C1Cl (cyanuric chloride), CN(C=O)C (N,N-dimethylformamide), ClC=1C(=C(C(=O)NCC)C(=C(C1)C(C)O)OCC)C (3-chloro-6-ethoxy-N-ethyl-5-(1-hydroxyethyl)-2-methylbenzamide). Yield: 76.3%. Reaction SMILES: N1C(Cl)=NC(Cl)=NC=1[Cl:3].CN(C)C=O.[Cl:15][C:16]1[C:17]([CH3:33])=[C:18]([C:24]([O:30][CH2:31][CH3:32])=[C:25]([CH:27](O)[CH3:28])[CH:26]=1)[C:19]([NH:21][CH2:22][CH3:23])=[O:20]>C(Cl)Cl>[Cl:15][C:16]1[C:17]([CH3:33])=[C:18]([C:24]([O:30][CH2:31][CH3:32])=[C:25]([CH:27]([Cl:3])[CH3:28])[CH:26]=1)[C:19]([NH:21][CH2:22][CH3:23])=[O:20]. Reaction conditions: time 10 minute. Procedure details: A mixture of cyanuric chloride (0.15 g, 0.84 mmol) and N,N-dimethylformamide (0.065 mL, 0.84 mmol) was stirred at room temperature for 10 min and then a solution of 3-chloro-6-ethoxy-N-ethyl-5-(1-hydroxyethyl)-2-methylbenzamide (0.16 g, 0.56 mmol) in methylene chloride (3.1 mL) was added and the reaction was stirred at room temperature overnight. The mixture was diluted with methylene chloride, washed with water, concentrated and purified on silica gel (eluting with 0 to 40% EtOAc in hexanes) to... Solvent: C(Cl)Cl (methylene chloride), C(Cl)Cl (methylene chloride). Yields the product ClC=1C(=C(C(=O)NCC)C(=C(C1)C(C)Cl)OCC)C (3-Chloro-5-(1-chloroethyl)-6-ethoxy-N-ethyl-2-methylbenzamide). The reactants are [Br-], O=C1C(Cc2ccc(Br)cc2Cl)CCN1C1CCCCC1, C1CCOC1, CN1CCCC1=O, [Zn+]C1CCCCC1, O. Yields the product O=C1C(Cc2ccc(C3CCCCC3)cc2Cl)CCN1C1CCCCC1. Reaction SMILES: [Br-:22].[Br:1][c:2]1[cH:3][c:4]([Cl:21])[c:5]([CH2:6][CH:7]2[C:8](=[O:18])[N:9]([CH:12]3[CH2:13][CH2:14][CH2:15][CH2:16][CH2:17]3)[CH2:10][CH2:11]2)[cH:19][cH:20]1.[CH2:31]1[O:32][CH2:33][CH2:34][CH2:35]1.[CH3:36][N:37]1[CH2:38][CH2:39][CH2:40][C:41]1=[O:42].[CH:23]1([Zn+:29])[CH2:24][CH2:25][CH2:26][CH2:27][CH2:28]1.[OH2:30]>>[c:2]1([CH:23]2[CH2:24][CH2:25][CH2:26][CH2:27][CH2:28]2)[cH:3][c:4]([Cl:21])[c:5]([CH2:6][CH:7]2[C:8](=[O:18])[N:9]([CH:12]3[CH2:13][CH2:14][CH2:15][CH2:16][CH2:17]3)[CH2:10][CH2:11]2)[cH:19][cH:20]1. The reagents and catalysts are C(C)(=O)[O-].[Pd+2].C(C)(=O)[O-] (palladium(II) acetate). Reported procedure: (6-Chloro-3-trifluoromethyl-pyridin-2-yl)-acetic acid ethyl ester (700 mg, 2.62 mmol), palladium(II) acetate (47 mg, 0.21 mmol) and rac-2,2′-Bis-diphenylphosphanyl-[1,1′]binaphthalene (65 mg, 0.10 mmol) are added to sodium tert-butoxide, which has been dried for 15 minutes at 60° C. under high vacuum (277 mg, 2.88 mmol). This mixture is suspended in dioxane (9 ml, degassed three times under high vacuum and purged with argon), and N-methyl piperazine (288 mg, 2.88 mmol) is added. The flask contai... Reaction SMILES: [CH2:1]([O:3][C:4](=[O:17])[CH2:5][C:6]1[C:11]([C:12]([F:15])([F:14])[F:13])=[CH:10][CH:9]=[C:8](Cl)[N:7]=1)[CH3:2].C1(P(C2C=CC=CC=2)C2C=CC3C(=CC=CC=3)C=2C2C3C(=CC=CC=3)C=CC=2P(C2C=CC=CC=2)C2C=CC=CC=2)C=CC=CC=1.CC(C)([O-])C.[Na+].[CH3:70][N:71]1[CH2:76][CH2:75][NH:74][CH2:73][CH2:72]1>C([O-])(=O)C.[Pd+2].C([O-])(=O)C>[CH2:1]([O:3][C:4](=[O:17])[CH2:5][C:6]1[C:11]([C:12]([F:15])([F:14])[F:13])=[CH:10][CH:9]=[C:8]([N:74]2[CH2:75][CH2:76][N:71]([CH3:70])[CH2:72][CH2:73]2)[N:7]=1)[CH3:2] |f:2.3,5.6.7|. Run at time 15 minute. The reactants are C(C)OC(CC1=NC(=CC=C1C(F)(F)F)Cl)=O ((6-Chloro-3-trifluoromethyl-pyridin-2-yl)-acetic acid ethyl ester), C1(=CC=CC=C1)P(C1=C(C2=CC=CC=C2C=C1)C1=C(C=CC2=CC=CC=C12)P(C1=CC=CC=C1)C1=CC=CC=C1)C1=CC=CC=C1 (rac-2,2′-Bis-diphenylphosphanyl-[1,1′]binaphthalene), CC(C)([O-])C.[Na+] (sodium tert-butoxide), CN1CCNCC1 (N-methyl piperazine). Yields the product C(C)OC(CC1=NC(=CC=C1C(F)(F)F)N1CCN(CC1)C)=O ([6-(4-Methyl-piperazin-1-yl)-3-trifluoromethyl-pyridin-2-yl]-acetic acid ethyl ester). Yields the product Cl.C(=O)(O)C(C(C(=O)NCC1=CC=C(O1)C(=O)OC1=CC2=CC=C(C=C2C=C1)C(N)=N)C)C (6-Amidino-2-naphthyl 5-(3-carboxy-2,3-dimethylpropionylaminomethyl)furan-2-carboxylate hydrochloride). The reagents and catalysts are CN(C)C=1C=CN=CC1 (DMAP). RXN SMILES: [CH3:1][CH:2]([CH:6]([CH3:10])[C:7]([OH:9])=O)[C:3]([OH:5])=[O:4].[ClH:11].Cl.[NH2:13][CH2:14][C:15]1[O:19][C:18]([C:20]([O:22][C:23]2[CH:32]=[CH:31][C:30]3[C:25](=[CH:26][CH:27]=[CH:28][CH:29]=3)[C:24]=2C(=N)N)=[O:21])=[CH:17][CH:16]=1.C1CCC([N:42]=[C:43]=[N:44]C2CCCCC2)CC1>CN(C1C=CN=CC=1)C.N1C=CC=CC=1>[ClH:11].[C:3]([CH:2]([CH3:1])[CH:6]([CH3:10])[C:7]([NH:13][CH2:14][C:15]1[O:19][C:18]([C:20]([O:22][C:23]2[CH:32]=[CH:31][C:30]3[C:25](=[CH:26][CH:27]=[C:28]([C:43](=[NH:42])[NH2:44])[CH:29]=3)[CH:24]=2)=[O:21])=[CH:17][CH:16]=1)=[O:9])([OH:5])=[O:4] |f:1.2.3,7.8|. Reaction conditions: time 10 minute. Reported procedure: To 2.3 g of 2,3-dimethylsuccinic acid, 2.0 g of -amidino-2-naphthyl 5-aminomethylfuran-2-carboxylate dihydrochloride and 66 mg of DMAP was added 25 ml of pyridine, and the mixture was stirred while cooling with ice. After 10 minutes, 2.16 g of DCC was added and the mixture was stirred for 1 hour at 4°-8° C. and then for 2 hours at 16°-17° C. The precipitate was filtered off, the filtrate was added in small portions into 150 ml of ether and the mixture was stirred for 1 hour at room temperature. ... Reactants: CC(C(=O)O)C(C(=O)O)C (2,3-dimethylsuccinic acid), Cl.Cl.NCC1=CC=C(O1)C(=O)OC1=C(C2=CC=CC=C2C=C1)C(N)=N (amidino-2-naphthyl 5-aminomethylfuran-2-carboxylate dihydrochloride), C1CCC(CC1)N=C=NC2CCCCC2 (DCC). Run in N1=CC=CC=C1 (pyridine). Reactants: CC#N, Cc1cccc(C)c1CO, Cc1nc2c(Cl)nccn2c1C, [H-], [Na+]. Yields the product Cc1cccc(C)c1COc1nccn2c(C)c(C)nc12. Reaction SMILES: [C:25](#[N:26])[CH3:27].[CH3:3][c:4]1[c:5]([CH2:6][OH:7])[c:8]([CH3:12])[cH:9][cH:10][cH:11]1.[Cl:13][c:14]1[c:15]2[n:16]([cH:17][cH:18][n:19]1)[c:20]([CH3:24])[c:21]([CH3:23])[n:22]2.[H-:1].[Na+:2]>>[CH3:3][c:4]1[c:5]([CH2:6][O:7][c:14]2[c:15]3[n:16]([cH:17][cH:18][n:19]2)[c:20]([CH3:24])[c:21]([CH3:23])[n:22]3)[c:8]([CH3:12])[cH:9][cH:10][cH:11]1. Reactants: C(CCC)C=1NC(=C(N1)C(CCC)=O)C#N (2-butyl-4-butyrylimidazole-5-carbonitrile), BrCC1=CC=C(C=C1)C=1C(=CC=CC1)C(=O)OC(C)(C)C (t-butyl 4'-(bromomethyl)biphenyl-2-carboxylate), [H-].[Na+] (sodium hydride). The solvent is CN(C(C)=O)C (N,N-dimethylacetamide). Yields the product C(C)(C)(C)OC(=O)C1=C(C=CC=C1)C1=CC=C(C=C1)CN1C(=NC(=C1C#N)C(CCC)=O)CCCC (1-[(2'-t-Butoxycarbonylbiphenyl-4-yl)methyl]-2-butyl-4-butyrylimidazole-5-carbonitrile). The yield is 51.0%. RXN SMILES: [CH2:1]([C:5]1[NH:6][C:7]([C:15]#[N:16])=[C:8]([C:10](=[O:14])[CH2:11][CH2:12][CH3:13])[N:9]=1)[CH2:2][CH2:3][CH3:4].Br[CH2:18][C:19]1[CH:24]=[CH:23][C:22]([C:25]2[C:26]([C:31]([O:33][C:34]([CH3:37])([CH3:36])[CH3:35])=[O:32])=[CH:27][CH:28]=[CH:29][CH:30]=2)=[CH:21][CH:20]=1.[H-].[Na+]>CN(C)C(=O)C>[C:34]([O:33][C:31]([C:26]1[CH:27]=[CH:28][CH:29]=[CH:30][C:25]=1[C:22]1[CH:23]=[CH:24][C:19]([CH2:18][N:6]2[C:7]([C:15]#[N:16])=[C:8]([C:10](=[O:14])[CH2:11][CH2:12][CH3:13])[N:9]=[C:5]2[CH2:1][CH2:2][CH2:3][CH3:4])=[CH:20][CH:21]=1)=[O:32])([CH3:37])([CH3:36])[CH3:35] |f:2.3|. Procedure details: Following a procedure similar to that described in Example 45(a), but using 0.877 g of 2-butyl-4-butyrylimidazole-5-carbonitrile (prepared as described in Preparation 26), 1.53 g of t-butyl 4'-(bromomethyl)biphenyl-2-carboxylate and 0.175 g of sodium hydride (as a 55% w/w dispersion in mineral oil) in 18 ml of N,N-dimethylacetamide, 0.99 g of the title compound was obtained as a viscous oil. Starting materials: O=C1CCC(=O)N1Cl, COC(=O)c1cccc(N)c1C, CN(C)C=O. Yields the product COC(=O)c1c(Cl)ccc(N)c1C. RXN SMILES: [Cl:13][N:14]1[C:15](=[O:16])[CH2:17][CH2:18][C:19]1=[O:20].[NH2:1][c:2]1[c:3]([CH3:12])[c:4]([C:5](=[O:6])[O:7][CH3:8])[cH:9][cH:10][cH:11]1.[O:21]=[CH:22][N:23]([CH3:24])[CH3:25]>>[NH2:1][c:2]1[c:3]([CH3:12])[c:4]([C:5](=[O:6])[O:7][CH3:8])[c:9]([Cl:13])[cH:10][cH:11]1.